This data is from the Open Reaction Database (ORD), a public repository of structured organic reaction records. The task is: describe an organic reaction: reactants, conditions, products, and yield Starting materials: FC(COC(C(=C)C)=O)(S(=O)(=O)[O-])F.C(C)[NH+](CC)CC (Triethylammonium 1,1-difluoro-2-(methacryloyloxy)ethane-1-sulfonate), [Br-].C1(=CC=CC=C1)C1=CC=CC=2[SH+]C3=C(C21)C=CC=C3 (phenyl dibenzothiophenium bromide). The solvent is ClCCl (dichloromethane). Reaction conditions: time 8 hour. The product is FC(COC(C(=C)C)=O)(S(=O)(=O)[O-])F.C1(=CC=CC=C1)C1=CC=CC=2[SH+]C3=C(C21)C=CC=C3 (Phenyl dibenzothiophenium 1,1-difluoro-2-(methacryloyloxy)ethane-1-sulfonate). The yield is 65.7%. Reaction SMILES: [F:1][C:2]([F:14])([S:10]([O-:13])(=[O:12])=[O:11])[CH2:3][O:4][C:5](=[O:9])[C:6]([CH3:8])=[CH2:7].C([NH+](CC)CC)C.[Br-].[C:23]1([C:29]2[C:37]3[C:36]4[CH:38]=[CH:39][CH:40]=[CH:41][C:35]=4[SH+:34][C:33]=3[CH:32]=[CH:31][CH:30]=2)[CH:28]=[CH:27][CH:26]=[CH:25][CH:24]=1>ClCCl>[F:14][C:2]([F:1])([S:10]([O-:13])(=[O:12])=[O:11])[CH2:3][O:4][C:5](=[O:9])[C:6]([CH3:8])=[CH2:7].[C:23]1([C:29]2[C:37]3[C:36]4[CH:38]=[CH:39][CH:40]=[CH:41][C:35]=4[SH+:34][C:33]=3[CH:32]=[CH:31][CH:30]=2)[CH:24]=[CH:25][CH:26]=[CH:27][CH:28]=1 |f:0.1,2.3,5.6|. Reported procedure: Triethylammonium 1,1-difluoro-2-(methacryloyloxy)ethane-1-sulfonate (4.00 g, 12.1 mmol) and phenyl dibenzothiophenium bromide (4.50 g, 31.2 mmol) were added to a 100 mL round bottom flask, along with 30 mL of dichloromethane and 30 mL of distilled, de-ionized water. The mixture was stirred vigorously overnight. Stirring was stopped and the mixture separated into two clear layers; the organic layer was washed twice with 30 mL 1% aqueous hydrochloric acid and five times with 30 mL of distilled, de... The reactants are CO, COC(=O)c1ccc(-c2cc(-c3ccc(Cl)cc3)on2)cc1, Cl, [Na+], C1CCOC1, [OH-], O. Product: O=C(O)c1ccc(-c2cc(-c3ccc(Cl)cc3)on2)cc1. Reaction SMILES: [CH3:32][OH:33].[Cl:1][c:2]1[cH:3][cH:4][c:5](-[c:8]2[cH:9][c:10](-[c:13]3[cH:14][cH:15][c:16]([C:17](=[O:18])[O:19][CH3:20])[cH:21][cH:22]3)[n:11][o:12]2)[cH:6][cH:7]1.[ClH:30].[Na+:24].[O:25]1[CH2:26][CH2:27][CH2:28][CH2:29]1.[OH-:23].[OH2:31]>>[Cl:1][c:2]1[cH:3][cH:4][c:5](-[c:8]2[cH:9][c:10](-[c:13]3[cH:14][cH:15][c:16]([C:17](=[O:18])[OH:19])[cH:21][cH:22]3)[n:11][o:12]2)[cH:6][cH:7]1. Reactants: CCO, CCC=C(CC)c1nccc2[nH]c(=O)n(C)c12. Product: CCCC(CC)c1nccc2[nH]c(=O)n(C)c12. As a reaction SMILES: [CH3:18][CH2:19][OH:20].[CH3:1][CH2:2][C:3](=[CH:4][CH2:5][CH3:6])[c:7]1[n:8][cH:9][cH:10][c:11]2[c:12]1[n:13]([CH3:17])[c:14](=[O:16])[nH:15]2>>[CH3:1][CH2:2][CH:3]([CH2:4][CH2:5][CH3:6])[c:7]1[n:8][cH:9][cH:10][c:11]2[c:12]1[n:13]([CH3:17])[c:14](=[O:16])[nH:15]2. Reactants: Cl, CC(C)(C)OC(=O)N1CCCC(N2Cc3c[nH]c4nccc(c34)C2=O)C1, C1COCCO1. Yields the product O=C1c2ccnc3[nH]cc(c23)CN1C1CCCNC1. As a reaction SMILES: [ClH:27].[O:1]=[C:2]1[N:3]([CH:14]2[CH2:15][N:16]([C:20]([O:21][C:22]([CH3:23])([CH3:24])[CH3:25])=[O:26])[CH2:17][CH2:18][CH2:19]2)[CH2:4][c:5]2[c:6]3[c:7]([n:8][cH:9][cH:10][c:11]31)[nH:12][cH:13]2.[O:28]1[CH2:29][CH2:30][O:31][CH2:32][CH2:33]1>>[O:1]=[C:2]1[N:3]([CH:14]2[CH2:15][NH:16][CH2:17][CH2:18][CH2:19]2)[CH2:4][c:5]2[c:6]3[c:7]([n:8][cH:9][cH:10][c:11]31)[nH:12][cH:13]2. Starting materials: C=C1C2=C(CC(CC3=C1C=CC=C3)=O)C=CC=C2 (12-methylene-6-oxo-5,6,7,12-tetrahydrodibenzo[a,d]cyclooctene), CCOCC (ether). Conditions: time 1 hour. Yields the product OC1(CC2=C(C(C3=C(C1)C=CC=C3)=C)C=CC=C2)C (6-hydroxy-6-methyl-12-methylene-5,6,7,12-tetrahydrodibenzo[a,d]cyclooctene). Reaction SMILES: [CH2:1]=[C:2]1[C:9]2[CH:10]=[CH:11][CH:12]=[CH:13][C:8]=2[CH2:7][C:6](=[O:14])[CH2:5][C:4]2[CH:15]=[CH:16][CH:17]=[CH:18][C:3]1=2.[CH3:19]COCC>>[OH:14][C:6]1([CH3:19])[CH2:7][C:8]2[CH:13]=[CH:12][CH:11]=[CH:10][C:9]=2[C:2](=[CH2:1])[C:3]2[CH:18]=[CH:17][CH:16]=[CH:15][C:4]=2[CH2:5]1. Reported procedure: Upon completion of the addition, the mixture was heated at reflux for one hour, then cooled to room temperature. A solution of 15.1 g. (0.065 mole) of 12-methylene-6-oxo-5,6,7,12-tetrahydrodibenzo[a,d]cyclooctene in 100 ml. of ether was added over 5 minutes to the stirred Grignard solution, and the resulting mixture was stirred for one hour at room temperature and quenched in 1 liter of ice water containing 5 g. of ammonium chloride. The resulting suspension was extracted three times with ether ... The reactants are CC(=O)c1ccc(C(=O)O)cc1, CO, O=Cc1ccc(Cl)c(Cl)c1, [Na+], [OH-]. Yields the product O=C(O)c1ccc(C(=O)C=Cc2ccc(Cl)c(Cl)c2)cc1. RXN SMILES: [C:1]([CH3:2])(=[O:3])[c:4]1[cH:5][cH:6][c:7]([C:8](=[O:9])[OH:10])[cH:11][cH:12]1.[CH3:25][OH:26].[Cl:13][c:14]1[cH:15][c:16]([CH:17]=[O:18])[cH:19][cH:20][c:21]1[Cl:22].[Na+:24].[OH-:23]>>[C:1]([CH:2]=[CH:17][c:16]1[cH:15][c:14]([Cl:13])[c:21]([Cl:22])[cH:20][cH:19]1)(=[O:3])[c:4]1[cH:5][cH:6][c:7]([C:8](=[O:9])[OH:10])[cH:11][cH:12]1.